Dataset: the Open Reaction Database (ORD), a public repository of structured organic reaction records. Task: describe an organic reaction: reactants, conditions, products, and yield Reactants: O=C([O-])O, c1ccc(CN2CCC(CCNc3ncnc4oc(-c5ccc(OCCN6CCCC6)cc5)c(-c5ccccc5)c34)CC2)cc1, CO, [NH4+]. Yields the product c1ccc(-c2c(-c3ccc(OCCN4CCCC4)cc3)oc3ncnc(NCCC4CCNCC4)c23)cc1. As a reaction SMILES: [C:46](=[O:47])([OH:48])[O-:49].[CH2:1]([c:2]1[cH:3][cH:4][cH:5][cH:6][cH:7]1)[N:8]1[CH2:9][CH2:10][CH:11]([CH2:14][CH2:15][NH:16][c:17]2[c:18]3[c:19]([n:20][cH:21][n:22]2)[o:23][c:24](-[c:32]2[cH:33][cH:34][c:35]([O:38][CH2:39][CH2:40][N:41]4[CH2:42][CH2:43][CH2:44][CH2:45]4)[cH:36][cH:37]2)[c:25]3-[c:26]2[cH:27][cH:28][cH:29][cH:30][cH:31]2)[CH2:12][CH2:13]1.[CH3:51][OH:52].[NH4+:50]>>[NH:8]1[CH2:9][CH2:10][CH:11]([CH2:14][CH2:15][NH:16][c:17]2[c:18]3[c:19]([n:20][cH:21][n:22]2)[o:23][c:24](-[c:32]2[cH:33][cH:34][c:35]([O:38][CH2:39][CH2:40][N:41]4[CH2:42][CH2:43][CH2:44][CH2:45]4)[cH:36][cH:37]2)[c:25]3-[c:26]2[cH:27][cH:28][cH:29][cH:30][cH:31]2)[CH2:12][CH2:13]1. Reactants: SC=1NC=C(N1)C1=CC=CC=C1 (2-Mercapto-4-phenylimidazole), C(C)O (ethanol). Product: hydrobromide salt, C1(=CC=CC=C1)C=1N=C2SC3=C(N2C1)CCCC3=O (2-Phenyl-5,6-dihydroimidazo[2,1-b]benzothiazole-8(7H)-one). As a reaction SMILES: [SH:1][C:2]1[NH:3][CH:4]=[C:5]([C:7]2[CH:12]=[CH:11][CH:10]=[CH:9][CH:8]=2)[N:6]=1.[CH2:13]([OH:15])[CH3:14]>>[C:7]1([C:5]2[N:6]=[C:2]3[N:3]([CH:4]=2)[C:5]2[CH2:7][CH2:8][CH2:14][C:13](=[O:15])[C:4]=2[S:1]3)[CH:12]=[CH:11][CH:10]=[CH:9][CH:8]=1. Procedure details: 2-Mercapto-4-phenylimidazole (10.6 g) and 2-bromo-1,3-cyclohexadione (12.6 g) were placed into absolute ethanol (200 ml) and the reaction mixture was heated to reflux for 16 hours and then cooled to give hydrobromide salt of the desired compound (16.3 g). The hydrobromide salt was neutralized with 10% sodium carbonate solution in an aqueous system to give the titled compound (12.3 g, 76%).